This data is from the Open Reaction Database (ORD), a public repository of structured organic reaction records. The task is: describe an organic reaction: reactants, conditions, products, and yield Product: ClC=1C=CC(=C(C(=O)NC(C(=O)O)CC2=CC=C(C=C2)C2=C(C=CC=C2)OC2=CC=CC=C2)C1)N1CC(CC(C1)C)C (2-[5-Chloro-2-(3,5-dimethyl-piperidin-1-yl)-benzoylamino]-3-(2′-phenoxy-biphenyl-4-yl)-propionic acid). Run in C1CCOC1 (THF). RXN SMILES: C[O:2][C:3](=[O:43])[CH:4]([NH:25][C:26](=[O:42])[C:27]1[CH:32]=[C:31]([Cl:33])[CH:30]=[CH:29][C:28]=1[N:34]1[CH2:39][CH:38]([CH3:40])[CH2:37][CH:36]([CH3:41])[CH2:35]1)[CH2:5][C:6]1[CH:11]=[CH:10][C:9]([C:12]2[CH:17]=[CH:16][CH:15]=[CH:14][C:13]=2[O:18][C:19]2[CH:24]=[CH:23][CH:22]=[CH:21][CH:20]=2)=[CH:8][CH:7]=1.[Li+].[OH-]>C1COCC1>[Cl:33][C:31]1[CH:30]=[CH:29][C:28]([N:34]2[CH2:39][CH:38]([CH3:40])[CH2:37][CH:36]([CH3:41])[CH2:35]2)=[C:27]([CH:32]=1)[C:26]([NH:25][CH:4]([CH2:5][C:6]1[CH:7]=[CH:8][C:9]([C:12]2[CH:17]=[CH:16][CH:15]=[CH:14][C:13]=2[O:18][C:19]2[CH:20]=[CH:21][CH:22]=[CH:23][CH:24]=2)=[CH:10][CH:11]=1)[C:3]([OH:43])=[O:2])=[O:42] |f:1.2|. Yield: 93.4%. Starting materials: COC(C(CC1=CC=C(C=C1)C1=C(C=CC=C1)OC1=CC=CC=C1)NC(C1=C(C=CC(=C1)Cl)N1CC(CC(C1)C)C)=O)=O (2-[5-Chloro-2-(3,5-dimethyl-piperidin-1-yl)-benzoylamino]-3-(2′-phenoxy-biphenyl-4-yl)-propionic acid methyl ester), [Li+].[OH-] (LiOH). Reported procedure: A solution of 5-chloro-2-(3,5-dimethyl-piperidin-1-yl)-benzoic acid (0.250 g, 0.933 mmol) in DMF (4.0 mL) was reacted with (2S)-amino-3-(2′-phenoxy-biphenyl-4-yl)-propionic acid methyl ester hydrochloride (0.360 g, 0.933 mmol), HBTU (0.355 g, 0.933 mmol), and DIEA (0.500 mL, 2.800 mmol) by the general procedure A. The crude product was purified by flash column chromatography on silica gel using DCM (+20% hexane) to give 0.435 g (62%) of 2-[5-Chloro-2-(3,5-dimethyl-piperidin-1-yl)-benzoylamino]-3...